Dataset: the Open Reaction Database (ORD), a public repository of structured organic reaction records. Task: describe an organic reaction: reactants, conditions, products, and yield Product: C1(=CC=CC=C1)C(=O)C1=CC=C2C(=NN(C2=C1)COCC[Si](C)(C)C)C=CC1=CC=CC=C1 (phenyl-{3-styryl-1-[2-(trimethyl-silanyl)-ethoxymethyl]-1H-indazol-6-yl}-methanone). Isolated yield 79.2%. Reported procedure: To a solution of phenyl-{3-styryl-1-[2-(trimethyl-silanyl)-ethoxymethyl]-1H-indazol-yl}-methanol (68 mg, 0.15 mmol) in dichloromethane (3 mL) at 23° C. under an atmosphere of argon was added periodinane (Dess-Martin reagent) (190 mg, 0.45 mmol). The resulting mixture was stirred at 23° C. for 1 hour. The solution was then diluted with hexane (3 mL) then filtered through Celite and concentrated under reduced pressure to a solid. The crude mixture was purified by silica gel chromatography (eluting... The solvent is CCCCCC (hexane), ClCCl (dichloromethane). Run at temperature 23 celsius, time 1 hour. Reactants: C1(=CC=CC=C1)C(O)C1=C2C(=NN(C2=CC=C1)COCC[Si](C)(C)C)C=CC1=CC=CC=C1 (phenyl-{3-styryl-1-[2-(trimethyl-silanyl)-ethoxymethyl]-1H-indazol-yl}-methanol), CC(=O)OI1(C=2C=CC=CC2C(=O)O1)(OC(=O)C)OC(=O)C (Dess-Martin reagent). Reaction SMILES: [C:1]1([CH:7]([C:9]2[CH:17]=[CH:16][CH:15]=[C:14]3[C:10]=2[C:11]([CH:26]=[CH:27][C:28]2[CH:33]=[CH:32][CH:31]=[CH:30][CH:29]=2)=[N:12][N:13]3[CH2:18][O:19][CH2:20][CH2:21][Si:22]([CH3:25])([CH3:24])[CH3:23])[OH:8])[CH:6]=[CH:5][CH:4]=[CH:3][CH:2]=1.CC(OI1(OC(C)=O)(OC(C)=O)OC(=O)C2C=CC=CC1=2)=O>ClCCl.CCCCCC>[C:1]1([C:7]([C:9]2[CH:10]=[C:14]3[C:15]([C:11]([CH:26]=[CH:27][C:28]4[CH:29]=[CH:30][CH:31]=[CH:32][CH:33]=4)=[N:12][N:13]3[CH2:18][O:19][CH2:20][CH2:21][Si:22]([CH3:25])([CH3:24])[CH3:23])=[CH:16][CH:17]=2)=[O:8])[CH:2]=[CH:3][CH:4]=[CH:5][CH:6]=1. Starting materials: ClC1=C(C=CC=C1)N(C=1C(=CC=CC1)NC1=C(C=CC=C1)[N+](=O)[O-])C (N1-(2-chlorophenyl)-N1-methyl-N2-(2-nitrophenyl)benzene-1,2-diamine), CI (MeI). Solvent: CN(C=O)C (dimethylformamide). Reaction conditions: time 10 minute. Product: ClC1=C(C=CC=C1)N(C=1C(=CC=CC1)N(C1=C(C=CC=C1)[N+](=O)[O-])C)C (N1-(2-chlorophenyl)-N1,N2-dimethyl-N2-(2-nitrophenyl)benzene-1,2-diamine). The yield is 86.0%. As a reaction SMILES: [Cl:1][C:2]1[CH:7]=[CH:6][CH:5]=[CH:4][C:3]=1[N:8]([CH3:25])[C:9]1[C:10]([NH:15][C:16]2[CH:21]=[CH:20][CH:19]=[CH:18][C:17]=2[N+:22]([O-:24])=[O:23])=[CH:11][CH:12]=[CH:13][CH:14]=1.[CH3:26]I>CN(C)C=O>[Cl:1][C:2]1[CH:7]=[CH:6][CH:5]=[CH:4][C:3]=1[N:8]([CH3:25])[C:9]1[C:10]([N:15]([CH3:26])[C:16]2[CH:21]=[CH:20][CH:19]=[CH:18][C:17]=2[N+:22]([O-:24])=[O:23])=[CH:11][CH:12]=[CH:13][CH:14]=1. Reported procedure: Compound 4 (0.405 g, 1.14 mmol) was dissolved in 4 mL of dimethylformamide (DMF) and added to KH (0.46 g, 3.42 mmol). The mixture was stirred at room temperature for 10 min. To this, MeI (0.4 mL, 5.7 mmol) was added dropwise. The reaction was allowed to stir at room temperature for 30 min. The reaction was then quenched with deionized H2O and extracted 3 times with 15 mL dichloromethane. The organic layers were combined and washed 3 times with 15 mL of H2O, and 3 times with 15 mL of brine. The o... The reactants are COC=1C=C(C(=O)Cl)C=C(C1OC)OC (3,4,5-trimethoxybenzoyl chloride), NC=1C=C(C(=O)NCC2=CC(=C(C=C2)Cl)Cl)C=CC1C (3-amino-N-(3,4-dichlorobenzyl)-4-methylbenzamide). The product is ClC=1C=C(CNC(C2=CC(=C(C=C2)C)NC(C2=CC(=C(C(=C2)OC)OC)OC)=O)=O)C=CC1Cl (N-(3,4-dichlorobenzyl)-3-(3,4,5-trimethoxybenzamido)-4-methylbenzamide). As a reaction SMILES: [CH3:1][O:2][C:3]1[CH:4]=[C:5]([CH:9]=[C:10]([O:14][CH3:15])[C:11]=1[O:12][CH3:13])[C:6](Cl)=[O:7].[NH2:16][C:17]1[CH:18]=[C:19]([CH:32]=[CH:33][C:34]=1[CH3:35])[C:20]([NH:22][CH2:23][C:24]1[CH:29]=[CH:28][C:27]([Cl:30])=[C:26]([Cl:31])[CH:25]=1)=[O:21]>>[Cl:31][C:26]1[CH:25]=[C:24]([CH:29]=[CH:28][C:27]=1[Cl:30])[CH2:23][NH:22][C:20](=[O:21])[C:19]1[CH:32]=[CH:33][C:34]([CH3:35])=[C:17]([NH:16][C:6](=[O:7])[C:5]2[CH:4]=[C:3]([O:2][CH3:1])[C:11]([O:12][CH3:13])=[C:10]([O:14][CH3:15])[CH:9]=2)[CH:18]=1. Reported procedure: Using an analogous procedure to that described in Example 2, 3,4,5-trimethoxybenzoyl chloride was reacted with 3-amino-N-(3,4-dichlorobenzyl)-4-methylbenzamide to give the title compound which was purified by column chromatography using increasingly polar mixtures of methylene chloride and methanol as eluent; NMR Spectrum: (CDCl3) 2.28 (s, 3H), 3.87 (m, 9H), 4.48 (d, 2H), 7.13 (m, 5H), 7.36 (m, 2H), 7.52 (d, 1H), 8.01 (s, 1H), 8.13 (s, 1H); Mass Spectrum: M−H−503. Reactants: O1C2(C3(C=CC(O3)C)C(CCC21)(C)C)C (6,7-epoxy-2,6,10,10-tetramethyl-1-oxa-spiro[4.5]dec-3-ene), [H-].[H-].[H-].[H-].[Li+].[Al+3] (LiAlH4). Yields the product CC1OC2(C=C1)C(CCCC2(C)C)(O)C (2,6,10,10-tetramethyl-1-oxa-spiro[4.5]dec-3-ene-6-ol). The yield is 174.2%. RXN SMILES: [O:1]1[CH:12]2[C:2]1([CH3:15])[C:3]1([C:9]([CH3:14])([CH3:13])[CH2:10][CH2:11]2)[O:7][CH:6]([CH3:8])[CH:5]=[CH:4]1.[H-].[H-].[H-].[H-].[Li+].[Al+3]>>[CH3:8][CH:6]1[CH:5]=[CH:4][C:3]2([C:9]([CH3:14])([CH3:13])[CH2:10][CH2:11][CH2:12][C:2]2([CH3:15])[OH:1])[O:7]1 |f:1.2.3.4.5.6|. Procedure details: 1.08 g (0.01 M) of 6,7-epoxy-2,6,10,10-tetramethyl-1-oxa-spiro[4.5]dec-3-ene -- see method B, letter i-- were reduced by means of 570 mg (0.015 M) of LiAlH4 in accordance with the above process. After the usual treatments of washing, drying and evaporation, the fractional distillation of the obtained residue gave 1.9 g (ca. 90%) of 2,6,10,10-tetramethyl-1-oxa-spiro[4.5]dec-3-ene-6-ol, b.p. 80°-90°/0.1 Torr. The reactants are CN1N=CC=2N(C=3C=CC(=CC3C(C21)=O)C)C2CCN(CC2)C(=O)OC(C)(C)C (tert-butyl 4-(1,7-dimethyl-9-oxo-1,9-dihydro-4H-pyrazolo[4,3-b]quinolin-4-yl)-1-piperidinecarboxylate), FC(C(=O)O)(F)F (trifluoroacetic acid). The solvent is ClCCl (dichloromethane). Reaction conditions: temperature 45 celsius, time 21 hour. Product: CN1N=CC=2N(C=3C=CC(=CC3C(C21)=O)C)C2CCNCC2 (1,7-DIMETHYL-4-(4-PIPERIDINYL)-1,4-DIHYDRO-9H-PYRAZOLO[4,3-b]QUINOLIN-9-ONE). Yield: 46.4%. As a reaction SMILES: [CH3:1][N:2]1[C:14]2[C:13](=[O:15])[C:12]3[CH:11]=[C:10]([CH3:16])[CH:9]=[CH:8][C:7]=3[N:6]([CH:17]3[CH2:22][CH2:21][N:20](C(OC(C)(C)C)=O)[CH2:19][CH2:18]3)[C:5]=2[CH:4]=[N:3]1.FC(F)(F)C(O)=O>ClCCl>[CH3:1][N:2]1[C:14]2[C:13](=[O:15])[C:12]3[CH:11]=[C:10]([CH3:16])[CH:9]=[CH:8][C:7]=3[N:6]([CH:17]3[CH2:22][CH2:21][NH:20][CH2:19][CH2:18]3)[C:5]=2[CH:4]=[N:3]1. Procedure: To a solution of tert-butyl 4-(1,7-dimethyl-9-oxo-1,9-dihydro-4H-pyrazolo[4,3-b]quinolin-4-yl)-1-piperidinecarboxylate (EXAMPLE 64, step 1, 62 mg, 0.16 mmol) in dichloromethane (5 ml) was added trifluoroacetic acid (0.03 ml, 0.39 mmol) and the mixture was stirred at room temperature for 7 h and at 45° C. for 21 h. After evaporation, the residue was dissolved in dichloromethane (20 ml), washed with saturated aqueous sodium bicarbonate (20 ml) and dried over sodium sulfate. Removal of solvent gave... Starting materials: COc1ccc(C(C)N2CCN(C(=O)OC(C)(C)C)CC2)c(C)c1C, ClCCl, O=C(O)C(F)(F)F. Product: COc1ccc(C(C)N2CCNCC2)c(C)c1C. Reaction SMILES: [C:1]([O:2][C:3](=[O:4])[N:8]1[CH2:9][CH2:10][N:11]([CH:14]([CH3:15])[c:16]2[c:17]([CH3:25])[c:18]([CH3:24])[c:19]([O:22][CH3:23])[cH:20][cH:21]2)[CH2:12][CH2:13]1)([CH3:5])([CH3:6])[CH3:7].[Cl:33][CH2:34][Cl:35].[OH:26][C:27]([C:28]([F:29])([F:30])[F:31])=[O:32]>>[NH:8]1[CH2:9][CH2:10][N:11]([CH:14]([CH3:15])[c:16]2[c:17]([CH3:25])[c:18]([CH3:24])[c:19]([O:22][CH3:23])[cH:20][cH:21]2)[CH2:12][CH2:13]1. Reactants: C1CCOC1, [Cl-], NN, [NH4+], CC(C)(C)OC(=O)N1C(=O)CCC1Cc1ccc(C(F)(F)F)nc1, O. Yields the product CC(C)(C)OC(=O)NC(CCC(=O)NN)Cc1ccc(C(F)(F)F)nc1. RXN SMILES: [CH2:30]1[O:31][CH2:32][CH2:33][CH2:34]1.[Cl-:28].[NH2:2][NH2:3].[NH4+:29].[O:4]=[C:5]1[N:6]([C:21](=[O:22])[O:23][C:24]([CH3:25])([CH3:26])[CH3:27])[CH:7]([CH2:10][c:11]2[cH:12][n:13][c:14]([C:17]([F:18])([F:19])[F:20])[cH:15][cH:16]2)[CH2:8][CH2:9]1.[OH2:1]>>[NH:2]([NH2:3])[C:5](=[O:4])[CH2:9][CH2:8][CH:7]([NH:6][C:21](=[O:22])[O:23][C:24]([CH3:25])([CH3:26])[CH3:27])[CH2:10][c:11]1[cH:12][n:13][c:14]([C:17]([F:18])([F:19])[F:20])[cH:15][cH:16]1.